From a dataset of the Open Reaction Database (ORD), a public repository of structured organic reaction records. describe an organic reaction: reactants, conditions, products, and yield The reactants are C(CCl)Cl (EDC), CC=1OC(=C(N1)C(=O)O)C (2,5-dimethyl-oxazole-4-carboxylic acid), COC([C@H](CC1=CC=C(C=C1)C1=C(C(=NC=C1)C)C)NC(=O)[C@H]1NCC=2C=C3C(=CC2C1)OC[C@H](O3)C3=CC=C(C=C3)OCC3=CC(=C(C=C3)Cl)Cl)=O ((S)-2-({(3R,8S)-3-[4-(3,4-Dichloro-benzyloxy)-phenyl]-2,3,6,7,8,9-hexahydro-[1,4]dioxino[2,3-g]isoquinoline-8-carbonyl}-amino)-3-[4-(2,3-dimethyl-pyridin-4-yl)-phenyl]-propionic acid methyl ester). Run in C(Cl)Cl (DCM), C(Cl)Cl (DCM). Reaction conditions: time 40 minute. Product: ClC=1C=C(COC2=CC=C(C=C2)[C@H]2OC=3C(=CC=4C[C@H](N(CC4C3)C(=O)C=3N=C(OC3C)C)C(=O)N[C@H](C(=O)O)CC3=CC=C(C=C3)C3=C(C(=NC=C3)C)C)OC2)C=CC1Cl ((S)-2-{[(3R,8S)-3-[4-(3,4-Dichloro-benzyloxy)-phenyl]-7-(2,5-dimethyl-oxazole-4-carbonyl)-2,3,6,7,8,9-hexahydro-[1,4]dioxino[2,3-g]isoquinoline-8-carbonyl]-amino}-3-[4-(2,3-dimethyl-pyridin-4-yl)-phenyl]-propionic acid). As a reaction SMILES: C[O:2][C:3](=[O:53])[C@@H:4]([NH:20][C:21]([C@@H:23]1[CH2:32][C:31]2[CH:30]=[C:29]3[O:33][CH2:34][C@@H:35]([C:37]4[CH:42]=[CH:41][C:40]([O:43][CH2:44][C:45]5[CH:50]=[CH:49][C:48]([Cl:51])=[C:47]([Cl:52])[CH:46]=5)=[CH:39][CH:38]=4)[O:36][C:28]3=[CH:27][C:26]=2[CH2:25][NH:24]1)=[O:22])[CH2:5][C:6]1[CH:11]=[CH:10][C:9]([C:12]2[CH:17]=[CH:16][N:15]=[C:14]([CH3:18])[C:13]=2[CH3:19])=[CH:8][CH:7]=1.C(Cl)CCl.[CH3:58][C:59]1[O:60][C:61]([CH3:67])=[C:62]([C:64](O)=[O:65])[N:63]=1>C(Cl)Cl>[Cl:52][C:47]1[CH:46]=[C:45]([CH:50]=[CH:49][C:48]=1[Cl:51])[CH2:44][O:43][C:40]1[CH:41]=[CH:42][C:37]([C@@H:35]2[CH2:34][O:33][C:29]3=[CH:30][C:31]4[CH2:32][C@@H:23]([C:21]([NH:20][C@@H:4]([CH2:5][C:6]5[CH:7]=[CH:8][C:9]([C:12]6[CH:17]=[CH:16][N:15]=[C:14]([CH3:18])[C:13]=6[CH3:19])=[CH:10][CH:11]=5)[C:3]([OH:2])=[O:53])=[O:22])[N:24]([C:64]([C:62]5[N:63]=[C:59]([CH3:58])[O:60][C:61]=5[CH3:67])=[O:65])[CH2:25][C:26]=4[CH:27]=[C:28]3[O:36]2)=[CH:38][CH:39]=1. Reported procedure: (S)-2-({(3R,8S)-3-[4-(3,4-Dichloro-benzyloxy)-phenyl]-2,3,6,7,8,9-hexahydro-[1,4]dioxino[2,3-g]isoquinoline-8-carbonyl}-amino)-3-[4-(2,3-dimethyl-pyridin-4-yl)-phenyl]-propionic acid methyl ester (35 mg) was dissolved in 2 mL DCM. In a separate vial EDC (5 equiv) and 2,5-dimethyl-oxazole-4-carboxylic acid (10 equiv) were dissolved in DCM and stirred 40 min. This solution was added to the above mixture stirred 4 hours. The reaction mixture was directly purified over silica (hexanes to 1:1 hexanes... The reactants are C(C)N(C1=C(C=C(C(=C1)OC)OC)C1CC=2C=CC(=CC2CC1)OC(C(C)(C)C)=O)C(C1=CC(=C(C=C1)O)F)=O (pivalic acid 6-{2-[ethyl(3-fluoro-4-hydroxybenzoyl)amino]-4,5-dimethoxyphenyl}-5,6,7,8-tetrahydronaphthalen-2-yl ester), ClCC(=O)N1CCCCC1 (2-chloro-1-piperidin-1-ylethanone). Yields the product C(C)N(C1=C(C=C(C(=C1)OC)OC)C1CC=2C=CC(=CC2CC1)O)CC1=CC(=C(C=C1)OCCN1CCCCC1)F (6-{2-{Ethyl[3-fluoro-4-(2-piperidin-1-ylethoxy)benzyl]amino}-4,5-dimethoxyphenyl}-5,6,7,8-tetrahydronaphthalen-2-ol). The yield is 8.7%. Reaction SMILES: [CH2:1]([N:3]([C:31](=O)[C:32]1[CH:37]=[CH:36][C:35]([OH:38])=[C:34]([F:39])[CH:33]=1)[C:4]1[CH:9]=[C:8]([O:10][CH3:11])[C:7]([O:12][CH3:13])=[CH:6][C:5]=1[CH:14]1[CH2:23][CH2:22][C:21]2[CH:20]=[C:19]([O:24]C(=O)C(C)(C)C)[CH:18]=[CH:17][C:16]=2[CH2:15]1)[CH3:2].Cl[CH2:42][C:43]([N:45]1[CH2:50][CH2:49][CH2:48][CH2:47][CH2:46]1)=O>>[CH2:1]([N:3]([CH2:31][C:32]1[CH:37]=[CH:36][C:35]([O:38][CH2:42][CH2:43][N:45]2[CH2:50][CH2:49][CH2:48][CH2:47][CH2:46]2)=[C:34]([F:39])[CH:33]=1)[C:4]1[CH:9]=[C:8]([O:10][CH3:11])[C:7]([O:12][CH3:13])=[CH:6][C:5]=1[CH:14]1[CH2:15][CH2:16][C:21]2[CH:20]=[C:19]([OH:24])[CH:18]=[CH:17][C:22]=2[CH2:23]1)[CH3:2]. Reported procedure: Synthesized from pivalic acid 6-{2-[ethyl(3-fluoro-4-hydroxybenzoyl)amino]-4,5-dimethoxyphenyl}-5,6,7,8-tetrahydronaphthalen-2-yl ester (19 mg) and 2-chloro-1-piperidin-1-ylethanone (11 mg) according to an analogous synthetic method to Example 404 and purified by LC-MS, the title compound (1.7 mg) was obtained. Starting materials: ClC(Cl)(OC(OC(Cl)(Cl)Cl)=O)Cl (triphosgene), C1(=CC=CC=C1)C(CN)C1=CC=CC=C1 (2,2-diphenylethylamine). Reported procedure: A suspension of triphosgene (0.78 g, 2.6 mmol) in 15 ml of CH2Cl2 was treated in small portions with 2,2-diphenylethylamine (1.54 g, 7.8 mmol) at 0° C., under N2. The reaction mixture was stirred for 30 minutes and filtered. The filtrate was then concentrated in vacuo to provide a yellow oil. Product: C1(=CC=CC=C1)C(CN=C=O)C1=CC=CC=C1 (2,2-Diphenylethyl isocyanate). Reaction conditions: time 30 minute. Run in C(Cl)Cl (CH2Cl2). RXN SMILES: ClC(Cl)(O[C:5](=[O:11])OC(Cl)(Cl)Cl)Cl.[C:13]1([CH:19]([C:22]2[CH:27]=[CH:26][CH:25]=[CH:24][CH:23]=2)[CH2:20][NH2:21])[CH:18]=[CH:17][CH:16]=[CH:15][CH:14]=1>C(Cl)Cl>[C:22]1([CH:19]([C:13]2[CH:14]=[CH:15][CH:16]=[CH:17][CH:18]=2)[CH2:20][N:21]=[C:5]=[O:11])[CH:23]=[CH:24][CH:25]=[CH:26][CH:27]=1. The reactants are N1=CC(=CC=C1)NC(OC1=CC=CC=C1)=NC#N (N-(3-pyridyl)-N'-cyano-O-phenylisourea), ClC=1C=C(C=CC1)C(CC)N (1-(3-chlorophenyl)propylamine), CN1CCOCC1 (N-methylmorpholine). Solvent: C(C)(C)O (isopropanol). Yields the product C(#N)N=C(NC=1C=NC=CC1)NC(CC)C1=CC(=CC=C1)Cl (N"-Cyano-N-(3-pyridyl)-N'-(1-(3-chlorophenyl))propylguanidine). RXN SMILES: [N:1]1[CH:6]=[CH:5][CH:4]=[C:3]([NH:7][C:8](=[N:16][C:17]#[N:18])OC2C=CC=CC=2)[CH:2]=1.[Cl:19][C:20]1[CH:21]=[C:22]([CH:26]([NH2:29])[CH2:27][CH3:28])[CH:23]=[CH:24][CH:25]=1.CN1CCOCC1>C(O)(C)C>[C:17]([N:16]=[C:8]([NH:29][CH:26]([C:22]1[CH:23]=[CH:24][CH:25]=[C:20]([Cl:19])[CH:21]=1)[CH2:27][CH3:28])[NH:7][C:3]1[CH:2]=[N:1][CH:6]=[CH:5][CH:4]=1)#[N:18]. Procedure details: According to Procedure B, a stirred mixture of N-(3-pyridyl)-N'-cyano-O-phenylisourea (Step 2) (3.00 g, 0.0126 mol), 1-(3-chlorophenyl)propylamine (2.35 g, 0.0139 mol), N-methylmorpholine (30 mL) and isopropanol (20 mL) was refluxed, under nitrogen, for 2.5 hours. The product was purified by silica gel chromatography with 1% to 3% MeOH-CHCl3 and crystallized from MeOH-EtOAc-hexane to give the product: mp 153°-155 ° C. The reactants are CN1CCCC1=O, CC1C(I)C(=O)C=C2CCC3C4CCC(=O)C4(C)CCC3C21C, [Li+], [Li+], O=C([O-])[O-], O. Product: CC1=CC(=O)C=C2CCC3C4CCC(=O)C4(C)CCC3C12C. As a reaction SMILES: [CH3:31][N:32]1[CH2:33][CH2:34][CH2:35][C:36]1=[O:37].[I:7][CH:8]1[C:9](=[O:29])[CH:10]=[C:11]2[CH2:12][CH2:13][CH:14]3[CH:15]4[CH2:16][CH2:17][C:18](=[O:28])[C:19]4([CH3:20])[CH2:21][CH2:22][CH:23]3[C:24]2([CH3:27])[CH:25]1[CH3:26].[Li+:1].[Li+:2].[O-:3][C:4](=[O:5])[O-:6].[OH2:30]>>[CH:8]1=[C:25]([CH3:26])[C:24]2([CH3:27])[C:11](=[CH:10][C:9]1=[O:29])[CH2:12][CH2:13][CH:14]1[CH:15]3[CH2:16][CH2:17][C:18](=[O:28])[C:19]3([CH3:20])[CH2:21][CH2:22][CH:23]12. The reactants are C1CCOC1, CC#N, CCOC(C)=O, ClCCl, NC(=O)c1ccc(-c2ccccc2F)c2c1[nH]c1cc(CO)ccc12. Yields the product NC(=O)c1ccc(-c2ccccc2F)c2c1[nH]c1cc(C=O)ccc12. RXN SMILES: [CH2:32]1[O:33][CH2:34][CH2:35][CH2:36]1.[CH3:29][C:30]#[N:31].[CH3:37][CH2:38][O:39][C:40]([CH3:41])=[O:42].[Cl:26][CH2:27][Cl:28].[F:1][c:2]1[c:3](-[c:8]2[cH:9][cH:10][c:11]([C:23](=[O:24])[NH2:25])[c:12]3[nH:13][c:14]4[cH:15][c:16]([CH2:21][OH:22])[cH:17][cH:18][c:19]4[c:20]23)[cH:4][cH:5][cH:6][cH:7]1>>[F:1][c:2]1[c:3](-[c:8]2[cH:9][cH:10][c:11]([C:23](=[O:24])[NH2:25])[c:12]3[nH:13][c:14]4[cH:15][c:16]([CH:21]=[O:22])[cH:17][cH:18][c:19]4[c:20]23)[cH:4][cH:5][cH:6][cH:7]1. Starting materials: c1ccc2c(c1)Cc1ccccc1-2, C1CO1, C1CCOC1, CCCCCC. Product: OCCC1c2ccccc2-c2ccccc21. As a reaction SMILES: [CH2:1]1[c:2]2[cH:3][cH:4][cH:5][cH:6][c:7]2-[c:8]2[cH:9][cH:10][cH:11][cH:12][c:13]21.[CH2:20]1[CH2:21][O:22]1.[CH2:23]1[O:24][CH2:25][CH2:26][CH2:27]1.[CH3:14][CH2:15][CH2:16][CH2:17][CH2:18][CH3:19]>>[CH:1]1([CH2:20][CH2:21][OH:22])[c:2]2[cH:3][cH:4][cH:5][cH:6][c:7]2-[c:8]2[cH:9][cH:10][cH:11][cH:12][c:13]21.